This data is from the Open Reaction Database (ORD), a public repository of structured organic reaction records. The task is: describe an organic reaction: reactants, conditions, products, and yield The reactants are NC=1C=C(C#N)C=C(C1)N=C1C=CN(C2=CC(=CC=C12)Cl)CCN1CCCCC1 (3-amino-5-({7-chloro-1-[2-(piperidin-1-yl) ethyl]-1,4-dihydroquinolin-4 ylidene}amino)benzonitrile), Cl.ClCCN1CCCCC1 (1-(2-chloroethyl)piperidine hydrochloride), CCN(C(C)C)C(C)C (DIEA). Run in CC(CO)CC (2-methylbutan-1-ol). Yields the product ClC1=CC=C2C(C=CN(C2=C1)CCN1CCCCC1)=NC=1C=C(C#N)C=C(C1)NCCN1CCCCC1 (3-({7-Chloro-1-[2-(piperidin-1-yl)ethyl]-1,4-dihydroquinolin-4-ylidene}amino)-5-{[2-(piperidin-1-yl)ethyl]amino}benzonitrile). The yield is 16.9%. RXN SMILES: [NH2:1][C:2]1[CH:3]=[C:4]([CH:7]=[C:8]([N:10]=[C:11]2[C:20]3[C:15](=[CH:16][C:17]([Cl:21])=[CH:18][CH:19]=3)[N:14]([CH2:22][CH2:23][N:24]3[CH2:29][CH2:28][CH2:27][CH2:26][CH2:25]3)[CH:13]=[CH:12]2)[CH:9]=1)[C:5]#[N:6].Cl.Cl[CH2:32][CH2:33][N:34]1[CH2:39][CH2:38][CH2:37][CH2:36][CH2:35]1.CCN(C(C)C)C(C)C>CC(CC)CO>[Cl:21][C:17]1[CH:16]=[C:15]2[C:20]([C:11](=[N:10][C:8]3[CH:7]=[C:4]([CH:3]=[C:2]([NH:1][CH2:32][CH2:33][N:34]4[CH2:39][CH2:38][CH2:37][CH2:36][CH2:35]4)[CH:9]=3)[C:5]#[N:6])[CH:12]=[CH:13][N:14]2[CH2:22][CH2:23][N:24]2[CH2:29][CH2:28][CH2:27][CH2:26][CH2:25]2)=[CH:19][CH:18]=1 |f:1.2|. Procedure: 3-amino-5-({7-chloro-1-[2-(piperidin-1-yl)ethyl]-1,4-dihydroquinolin-4-ylidene}amino)benzonitrile prepared from example 21 (132 mg, 0.32 mmol), 1-(2-chloroethyl)piperidine hydrochloride (182 mg, 3 eq) and DIEA (0.51 mL, 9.3 eq) were refluxed in 15 mL of 2-methylbutan-1-ol for 10 h. The reaction mixture was then evaporated and the residue and was purified by preparative thin-layer chromatography (DCM/MeOH/NH4OH//95/5/1) to yield expected compound as a yellow oil (28 mg, 17% yield). m/z (ESI) 517.... Reactants: CCOC(=O)c1ccc(Br)c(C(=O)OCC)c1, COc1cccc(O)c1, [Cu]. Product: CCOC(=O)c1ccc(Oc2cccc(OC)c2)c(C(=O)OCC)c1. RXN SMILES: [CH2:1]([CH3:2])[O:3][C:4](=[O:5])[c:6]1[cH:7][c:8]([C:13](=[O:14])[O:15][CH2:16][CH3:17])[c:9]([Br:12])[cH:10][cH:11]1.[CH3:18][O:19][c:20]1[cH:21][cH:22][cH:23][c:24]([OH:25])[cH:26]1.[Cu:27]>>[CH2:1]([CH3:2])[O:3][C:4](=[O:5])[c:6]1[cH:7][c:8]([C:13](=[O:14])[O:15][CH2:16][CH3:17])[c:9]([O:25][c:24]2[cH:23][cH:22][cH:21][c:20]([O:19][CH3:18])[cH:26]2)[cH:10][cH:11]1. Starting materials: ClC1=CC(=NC=C1)OC1=CC=C(C=O)C=C1 (4-(4-chloro-2-pyridinoxy)benzaldehyde), Cl.NNC(=O)N (semicarbazide hydrochloride), O.O.O.C(C)(=O)[O-].[Na+] (sodium acetate trihydrate). Run in C(C)O (ethanol), O (water). Run at time 30 minute. The product is ClC1=CC(=NC=C1)OC1=CC=C(C=NNC(=O)N)C=C1 (4-(4-Chloro-2-pyridinoxy)benzaldehyde semicarbazone). The yield is 96.5%. As a reaction SMILES: [Cl:1][C:2]1[CH:7]=[CH:6][N:5]=[C:4]([O:8][C:9]2[CH:16]=[CH:15][C:12]([CH:13]=O)=[CH:11][CH:10]=2)[CH:3]=1.Cl.[NH2:18][NH:19][C:20]([NH2:22])=[O:21].O.O.O.C([O-])(=O)C.[Na+]>C(O)C.O>[Cl:1][C:2]1[CH:7]=[CH:6][N:5]=[C:4]([O:8][C:9]2[CH:16]=[CH:15][C:12]([CH:13]=[N:18][NH:19][C:20]([NH2:22])=[O:21])=[CH:11][CH:10]=2)[CH:3]=1 |f:1.2,3.4.5.6.7|. Procedure details: To a solution of 4-(4-chloro-2-pyridinoxy)benzaldehyde (330 mg, 1.41 mmol) in ethanol (10 mL) was added a solution of semicarbazide hydrochloride (213 mg, 1.84 mmol) and sodium acetate trihydrate (224 mg, 1.65 mmol) in water (5 mL). The mixture was stirred at room temperature for 30 min., and the resulting solid was collected by filtration, washed with water and dried in vacuo to yield the title compound as a white solid (400 mg, 1.36 mmol, 96%), mp: 231-233° C. 1H NMR (DMSO-d6): δ 10.22 (s, 1H)... Starting materials: NCC1=NC2=C(N1)C=CC=C2C(=O)NC2=C(C=C(C(=O)N(C1=C(C=C(C=C1)C)OCC1=CC=CC=C1)C)C=C2)OC (4-(2-aminomethyl-1H-benzimidazol-4-yl)carbonylamino-3-methoxy-N-methyl-N-(2-benzyloxy-4-methylphenyl)benzamide), [H][H] (hydrogen). Procedure: A solution of 4-(2-aminomethyl-1H-benzimidazol-4-yl)carbonylamino-3-methoxy-N-methyl-N-(2-benzyloxy-4-methylphenyl)benzamide (120 mg) in methanol (15 ml) was stirred under atmospheric pressure of hydrogen in the presence of palladium hydroxide (20 mg) at ambient temperature overnight. After removal of the catalyst by filtration, the filtrate was evaporated in vacuo to give 4-(2-aminomethyl-1H-benzimidazol-4-yl)carbonylamino-3-methoxy-N-methyl-N-(2-hydroxy-4-methylphenyl)benzamide (85 mg). Reaction SMILES: [NH2:1][CH2:2][C:3]1[NH:7][C:6]2[CH:8]=[CH:9][CH:10]=[C:11]([C:12]([NH:14][C:15]3[CH:39]=[CH:38][C:18]([C:19]([N:21]([CH3:37])[C:22]4[CH:27]=[CH:26][C:25]([CH3:28])=[CH:24][C:23]=4[O:29]CC4C=CC=CC=4)=[O:20])=[CH:17][C:16]=3[O:40][CH3:41])=[O:13])[C:5]=2[N:4]=1.[H][H]>CO.[OH-].[Pd+2].[OH-]>[NH2:1][CH2:2][C:3]1[NH:7][C:6]2[CH:8]=[CH:9][CH:10]=[C:11]([C:12]([NH:14][C:15]3[CH:39]=[CH:38][C:18]([C:19]([N:21]([CH3:37])[C:22]4[CH:27]=[CH:26][C:25]([CH3:28])=[CH:24][C:23]=4[OH:29])=[O:20])=[CH:17][C:16]=3[O:40][CH3:41])=[O:13])[C:5]=2[N:4]=1 |f:3.4.5|. Isolated yield 84.7%. Solvent: CO (methanol). Yields the product NCC1=NC2=C(N1)C=CC=C2C(=O)NC2=C(C=C(C(=O)N(C1=C(C=C(C=C1)C)O)C)C=C2)OC (4-(2-aminomethyl-1H-benzimidazol-4-yl)carbonylamino-3-methoxy-N-methyl-N-(2-hydroxy-4-methylphenyl)benzamide). Reagents/catalysts: [OH-].[Pd+2].[OH-] (palladium hydroxide). The reactants are [Br-], C[Mg+], [Cl-], O=Cc1ccc(Cl)c(F)c1, [NH4+], C1CCOC1. Product: CC(O)c1ccc(Cl)c(F)c1. Reaction SMILES: [Br-:1].[CH3:2][Mg+:3].[Cl-:14].[Cl:4][c:5]1[c:6]([F:13])[cH:7][c:8]([CH:9]=[O:10])[cH:11][cH:12]1.[NH4+:15].[O:16]1[CH2:17][CH2:18][CH2:19][CH2:20]1>>[CH3:2][CH:9]([c:8]1[cH:7][c:6]([F:13])[c:5]([Cl:4])[cH:12][cH:11]1)[OH:10].